Dataset: the Open Reaction Database (ORD), a public repository of structured organic reaction records. Task: describe an organic reaction: reactants, conditions, products, and yield Reactants: COC1=C(C(=O)N2CCC(CC2)N2C(=O)CCC3=CC=CC=C23)C=CC(=C1)OC(C)=O (1-[1-(2-Methoxy-4-acetyloxybenzoyl)-4-piperidinyl]-3,4-dihydrocarbostyril), [OH-].[Na+] (sodium hydroxide). Run in CO (methanol). Conditions: time 1 hour. Yields the product COC1=C(C(=O)N2CCC(CC2)N2C(=O)CCC3=CC=CC=C23)C=CC(=C1)O (1-[1-(2-methoxy-4-hydroxybenzoyl)-4-piperidinyl]-3,4-dihydrocarbostyril). Isolated yield 83.3%. Reaction SMILES: [CH3:1][O:2][C:3]1[CH:27]=[C:26]([O:28]C(=O)C)[CH:25]=[CH:24][C:4]=1[C:5]([N:7]1[CH2:12][CH2:11][CH:10]([N:13]2[C:23]3[C:18](=[CH:19][CH:20]=[CH:21][CH:22]=3)[CH2:17][CH2:16][C:14]2=[O:15])[CH2:9][CH2:8]1)=[O:6].[OH-].[Na+]>CO>[CH3:1][O:2][C:3]1[CH:27]=[C:26]([OH:28])[CH:25]=[CH:24][C:4]=1[C:5]([N:7]1[CH2:8][CH2:9][CH:10]([N:13]2[C:23]3[C:18](=[CH:19][CH:20]=[CH:21][CH:22]=3)[CH2:17][CH2:16][C:14]2=[O:15])[CH2:11][CH2:12]1)=[O:6] |f:1.2|. Procedure: 1-[1-(2-Methoxy-4-acetyloxybenzoyl)-4-piperidinyl]-3,4-dihydrocarbostyril (0.4 g) and sodium hydroxide (0.5 g) are dissolved in methanol (20 ml) and the mixture is stirred at room temperature for 1 hour. The solvent is concentrated and water is added to the residue, then the mixture is extracted with chloroform, dried with magnesium sulfate. The solvent is ditilled off and the resulting residue is purified by silica gel column chromatography (solvent: n-hexane:ethyl acetate=1:1) to give 1-[1-(2-... The reactants are FC1=CC=CC(=N1)C1=NN(C2=CN=C(C=C21)C=2C=NN(C2)C)C2OCCCC2 (3-(6-fluoropyridin-2-yl)-5-(1-methyl-1H-pyrazol-4-yl)-1-(tetrahydro-2H-pyran-2-yl)-1H-pyrazolo[3,4-c]pyridine), NCC(C)(O)C (1-amino-2-methyl-propan-2-ol). Yields the product CC(CNC1=NC(=CC=C1)C1=NNC2=CN=C(C=C21)C=2C=NN(C2)C)(C)O (2-methyl-1-(6-(5-(1-methyl-1H-pyrazol-4-yl)-1H-pyrazolo[3,4-c]pyridin-3-yl)pyridin-2-ylamino)propan-2-ol). Yield: 87.0%. RXN SMILES: F[C:2]1[N:7]=[C:6]([C:8]2[C:16]3[C:11](=[CH:12][N:13]=[C:14]([C:17]4[CH:18]=[N:19][N:20]([CH3:22])[CH:21]=4)[CH:15]=3)[N:10](C3CCCCO3)[N:9]=2)[CH:5]=[CH:4][CH:3]=1.[NH2:29][CH2:30][C:31]([CH3:34])([OH:33])[CH3:32]>>[CH3:32][C:31]([OH:33])([CH3:34])[CH2:30][NH:29][C:2]1[CH:3]=[CH:4][CH:5]=[C:6]([C:8]2[C:16]3[C:11](=[CH:12][N:13]=[C:14]([C:17]4[CH:18]=[N:19][N:20]([CH3:22])[CH:21]=4)[CH:15]=3)[NH:10][N:9]=2)[N:7]=1. Procedure details: Following the procedures as described in Example 189, 3-(6-fluoropyridin-2-yl)-5-(1-methyl-1H-pyrazol-4-yl)-1-(tetrahydro-2H-pyran-2-yl)-1H-pyrazolo[3,4-c]pyridine and 1-amino-2-methyl-propan-2-ol were reacted. The product was deprotected and purified to give 297 as a white solid (87% over two steps). 1H NMR (400 MHz, DMSO) δ 13.62 (broad s, 1H), 9.01 (s, 1H), 8.72 (s, 1H), 8.25 (s, 1H), 7.98 (s, 1H), 7.47 (t, J=7.8 Hz, 1H), 7.31 (d, J=7.3 Hz, 1H), 6.63-6.56 (m, 2H), 4.73 (s, 1H), 3.89 (s, 3H), ... Starting materials: BrC1=NC=NC=C1F (4-Bromo-5-fluoropyrimidine), C(=C)[B-](F)(F)F.[K+] (potassium vinyltrifluorborate), C1=CC=C(C=C1)P(C2=CC=CC=C2)C3=CC=CC=C3 (PPh3), C(=O)([O-])[O-].[Cs+].[Cs+] (Cs2CO3). Reagents/catalysts: Cl[Pd]([P](C1=CC=CC=C1)(C2=CC=CC=C2)C3=CC=CC=C3)([P](C4=CC=CC=C4)(C5=CC=CC=C5)C6=CC=CC=C6)Cl ((PPh3)2PdCl2). Run in CC1OCCC1 (methyl tetrahydrofuran), O (water), C(C)(C)(C)OC (methyl tert-butyl ether). Run at temperature 75 celsius. The product is FC=1C(=NC=NC1)C=C (5-Fluoro-4-vinylpyrimidine). The yield is 41.0%. Reaction SMILES: Br[C:2]1[C:7]([F:8])=[CH:6][N:5]=[CH:4][N:3]=1.[CH:9]([B-](F)(F)F)=[CH2:10].[K+].C1C=CC(P(C2C=CC=CC=2)C2C=CC=CC=2)=CC=1.C([O-])([O-])=O.[Cs+].[Cs+]>CC1CCCO1.O.C(OC)(C)(C)C.Cl[Pd](Cl)([P](C1C=CC=CC=1)(C1C=CC=CC=1)C1C=CC=CC=1)[P](C1C=CC=CC=1)(C1C=CC=CC=1)C1C=CC=CC=1>[F:8][C:7]1[C:2]([CH:9]=[CH2:10])=[N:3][CH:4]=[N:5][CH:6]=1 |f:1.2,4.5.6,^1:56,75|. Procedure details: 4-Bromo-5-fluoropyrimidine (5 g) was reacted with potassium vinyltrifluorborate (1.05 equivalents) in the presence of (PPh3)2PdCl2 (0.02 eq), PPh3 (0.02 eq), and Cs2CO3 (3 equivalents) in a mixture of methyl tetrahydrofuran (85 ml) and water (8.5 ml). The reaction was heated at 75° C. for about 5.5 hours. The reaction mixture was then diluted with methyl tert-butyl ether (50 ml), followed by aqueous extraction. The crude product was purified by distillation at 170 mbar (90-110° C.). The product ...